Dataset: the Open Reaction Database (ORD), a public repository of structured organic reaction records. Task: describe an organic reaction: reactants, conditions, products, and yield Starting materials: [OH-].[Li+] (lithium hydroxide), FC1=C(C=CC=C1)S(=O)(=O)NC1=CC=C2[C@@H]3[C@H](COC2=C1C(=O)OC)OCC3 (methyl cis-(3aRS,9bRS)-7-(2-fluorobenzenesulfonyl-amino)-1,3a,4,9b-tetrahydro-2H-furo[2,3-c]chromene-6-carboxylate), FC1=C(C=CC=C1)S(=O)(=O)NC1=CC=C2[C@@H]3[C@H](COC2=C1C(=O)OC)OCC3 (methyl cis-(3aRS,9bRS)-7-(2-fluorobenzenesulfonyl-amino)-1,3a,4,9b-tetrahydro-2H-furo[2,3-c]chromene-6-carboxylate), C(CC(O)(C(=O)O)CC(=O)O)(=O)O (citric acid). The solvent is O1CCOCC1 (dioxane), O (water). The product is FC1=C(C=CC=C1)S(=O)(=O)NC1=CC=C2[C@@H]3[C@H](COC2=C1C(=O)O)OCC3 (cis-(3aRS,9bRS)-7-(2-fluorobenzenesulfonylamino)-1,3a,4,9b-tetrahydro-2H-furo[2,3-c]chromene-6-carboxylic acid). Isolated yield 247.2%. As a reaction SMILES: [OH-].[Li+].[F:3][C:4]1[CH:9]=[CH:8][CH:7]=[CH:6][C:5]=1[S:10]([NH:13][C:14]1[C:23]([C:24]([O:26]C)=[O:25])=[C:22]2[C:17]([C@H:18]3[CH2:30][CH2:29][O:28][C@H:19]3[CH2:20][O:21]2)=[CH:16][CH:15]=1)(=[O:12])=[O:11].C(O)(=O)CC(CC(O)=O)(C(O)=O)O>O1CCOCC1.O>[F:3][C:4]1[CH:9]=[CH:8][CH:7]=[CH:6][C:5]=1[S:10]([NH:13][C:14]1[C:23]([C:24]([OH:26])=[O:25])=[C:22]2[C:17]([C@H:18]3[CH2:30][CH2:29][O:28][C@H:19]3[CH2:20][O:21]2)=[CH:16][CH:15]=1)(=[O:12])=[O:11] |f:0.1|. Procedure: A mixture of lithium hydroxide (0.5 g) and methyl cis-(3aRS,9bRS)-7-(2-fluorobenzenesulfonyl-amino)-1,3a,4,9b-tetrahydro-2H-furo[2,3-c]chromene-6-carboxylate (Intermediate 58, 0.217 g) in a mixture of dioxane (13 mL) and water (4 mL) was divided between two microwave vials and the mixtures were irradiated in the microwave at 150° C. for 10 minutes. After cooling, the combined mixture was acidified by addition of 10% aqueous citric acid (2 mL), extracted with DCM, dried (MgSO4) and filtered. The ... Starting materials: C(C)(C)(C)OC(=O)C=1C(=CC=CC1)C1=CC(=C(C=C1)CN1C(=NC(=C1C=O)Br)OCC)F (4′-(4-Bromo-2-ethoxy-5-formylimidazol-1-ylmethyl)-3′-fluorobiphenyl-2-carboxylic acid t-butyl ester), P(=O)([O-])([O-])[O-].[K+].[K+].[K+] (potassium phosphate), C1(=CC=CC=C1)C (toluene), C([O-])([O-])=O.[K+].[K+] (potassium carbonate), C1(CC1)B(O)O (cyclopropylboronic acid), C1(=CC=CC=C1)C (toluene). The reagents and catalysts are C(C)(=O)[O-].[Pd+2].C(C)(=O)[O-] (palladium acetate). Run in O (Water), O (Water). Conditions: time 20 minute. The product is C(C)(C)(C)OC(=O)C=1C(=CC=CC1)C1=CC(=C(C=C1)CN1C(=NC(=C1C=O)C1CC1)OCC)F (4′-(4-Cyclopropyl-2-ethoxy-5-formylimidazol-1-ylmethyl)-3′-fluoro-biphenyl-2-carboxylic acid t-butyl ester). Isolated yield 49.3%. Reaction SMILES: [C:1]([O:5][C:6]([C:8]1[C:9]([C:14]2[CH:19]=[CH:18][C:17]([CH2:20][N:21]3[C:25]([CH:26]=[O:27])=[C:24](Br)[N:23]=[C:22]3[O:29][CH2:30][CH3:31])=[C:16]([F:32])[CH:15]=2)=[CH:10][CH:11]=[CH:12][CH:13]=1)=[O:7])([CH3:4])([CH3:3])[CH3:2].[CH:33]1(B(O)O)[CH2:35][CH2:34]1.C1(C)C=CC=CC=1.P([O-])([O-])([O-])=O.[K+].[K+].[K+].C(=O)([O-])[O-].[K+].[K+]>C([O-])(=O)C.[Pd+2].C([O-])(=O)C.O>[C:1]([O:5][C:6]([C:8]1[C:9]([C:14]2[CH:19]=[CH:18][C:17]([CH2:20][N:21]3[C:25]([CH:26]=[O:27])=[C:24]([CH:33]4[CH2:35][CH2:34]4)[N:23]=[C:22]3[O:29][CH2:30][CH3:31])=[C:16]([F:32])[CH:15]=2)=[CH:10][CH:11]=[CH:12][CH:13]=1)=[O:7])([CH3:4])([CH3:3])[CH3:2] |f:3.4.5.6,7.8.9,10.11.12|. Procedure details: 4′-(4-Bromo-2-ethoxy-5-formylimidazol-1-ylmethyl)-3′-fluorobiphenyl-2-carboxylic acid t-butyl ester (2.6 g, 5.24 mmol), cyclopropylboronic acid (900 mg, 10.5 mmol) 1.0 M tricyclohexylphosphine in toluene (524 μL, 524 μmol), potassium phosphate (3.9 g, 18.4 mmol), and palladium acetate (118 mg, 524 mmol) were combined and dissolved in toluene (95.0 mL, 892 mmol). The mixture was stirred at room temperature under nitrogen for 20 minutes. Water (5.1 mL, 183 mmol) and potassium carbonate (2.5 g, 18.... The reactants are FC(C1=CC=C(C(=O)O)C=C1)(F)F (4-trifluoromethylbenzoic acid), C(C)#N (acetonitrile), N,N'-carbonyldiimidazole, NC1=NC2=NC(=CC=C2C=C1)Cl (2-amino-7-chloro-1,8-naphthyridine). Solvent: O (water). Reaction conditions: temperature 4 celsius. Yields the product ClC1=CC=C2C=CC(=NC2=N1)NC(C1=CC=C(C=C1)C(F)(F)F)=O (N-(7-Chloro-1,8-naphthyridin-2-yl)-4-trifluoromethylbenzamide). Yield: 77.9%. As a reaction SMILES: [F:1][C:2]([F:13])([F:12])[C:3]1[CH:11]=[CH:10][C:6]([C:7]([OH:9])=O)=[CH:5][CH:4]=1.[NH2:14][C:15]1[CH:24]=[CH:23][C:22]2[C:17](=[N:18][C:19]([Cl:25])=[CH:20][CH:21]=2)[N:16]=1.C(#N)C>O>[Cl:25][C:19]1[N:18]=[C:17]2[C:22]([CH:23]=[CH:24][C:15]([NH:14][C:7](=[O:9])[C:6]3[CH:5]=[CH:4][C:3]([C:2]([F:1])([F:13])[F:12])=[CH:11][CH:10]=3)=[N:16]2)=[CH:21][CH:20]=1. Procedure details: The procedure is analogous to that described in Example 1, but starting with 4-trifluoromethylbenzoic acid (10 g), N,N'-carbonyldiimidazole (8.4 g) and 2-amino-7-chloro-1,8-naphthyridine (5.9 g). The product obtained by precipitation in water (11.5 g; m.p. 236° C.) is dissolved in boiling acetonitrile (250 cc). After cooling for 4 hours at 4° C., the crystallized solid is separated by filtration, washed with acetonitrile (2×20 cc) and dried at 45° C. under reduced pressure (0.07 kPa). N-(7-Chlor... The reactants are Cl.CONC (O,N-dimethyl-hydroxylamine hydrochloride salt), CCN(C(C)C)C(C)C (DIEA), ClC=1C=NC2=CC=C(C=C2N1)C(=O)Cl (3-chloro-quinoxaline-6-carbonyl chloride), ClC1=NC2=CC=C(C=C2N=C1)C(=O)Cl (2-chloro-quinoxaline-6-carbonyl chloride). The solvent is C(Cl)Cl (DCM). Run at time 8 hour. Yields the product ClC=1C=NC2=CC=C(C=C2N1)C(=O)N(C)OC (3-chloro-N-methoxy-N-methylquinoxaline-6-carboxamide). The yield is 24.3%. RXN SMILES: Cl.[CH3:2][O:3][NH:4][CH3:5].CCN(C(C)C)C(C)C.[Cl:15][C:16]1[CH:17]=[N:18][C:19]2[C:24]([N:25]=1)=[CH:23][C:22]([C:26](Cl)=[O:27])=[CH:21][CH:20]=2.ClC1C=NC2C(=CC=C(C(Cl)=O)C=2)N=1>C(Cl)Cl>[Cl:15][C:16]1[CH:17]=[N:18][C:19]2[C:24]([N:25]=1)=[CH:23][C:22]([C:26]([N:4]([O:3][CH3:2])[CH3:5])=[O:27])=[CH:21][CH:20]=2 |f:0.1|. Procedure details: To a solution of O,N-dimethyl-hydroxylamine hydrochloride salt (29 g, 0.30 mol, 1.1 eq) and DIEA (182 mL, 1.08 mol, 4.0 eq) in DCM (300 mL) was added the mixture of 3-chloro-quinoxaline-6-carbonyl chloride and 2-chloro-quinoxaline-6-carbonyl chloride (52 g, 0.27 mol, 1.0 eq) at 0° C. The mixture was stirred at rt overnight, then concentrated. The residue was washed with water (300 mL×2) and extracted with EA (300 mL×2). The combined organic layers were dried over anhydrous Na2SO4, filtered and c... The reactants are OC1=CC=C(C=C1)C1CCNCC1 (4-(4-hydroxyphenyl)piperidine), hydrochloride salt, CO (methanol), C29H32Cl2N2O2, ClC=1C=C(C=CC1Cl)[C@@H](CN(C(C1=CC=CC=C1)=O)C)CC=O ((S)-N-[2-(3,4-dichlorophenyl)-4-oxobutyl]-N-methylbenzamide), ClCCl (dichloromethane), CO (methanol). Run in O (H2O). Product: Cl.ClC=1C=C(C=CC1Cl)[C@@H](CN(C(C1=CC=CC=C1)=O)C)CCN1CCC(CC1)C1=CC=C(C=C1)O ((S)-N-[2-(3,4-Dichlorophenyl)-4-[4-(4-hydroxyphenyl)piperidino]butyl]-N-methylbenzamide hydrochloride). Reaction SMILES: [OH:1][C:2]1[CH:7]=[CH:6][C:5]([CH:8]2[CH2:13][CH2:12][NH:11][CH2:10][CH2:9]2)=[CH:4][CH:3]=1.[Cl:14][C:15]1[CH:16]=[C:17]([C@H:22]([CH2:34][CH:35]=O)[CH2:23][N:24]([CH3:33])[C:25](=[O:32])[C:26]2[CH:31]=[CH:30][CH:29]=[CH:28][CH:27]=2)[CH:18]=[CH:19][C:20]=1[Cl:21].ClCCl.CO>O>[ClH:14].[Cl:14][C:15]1[CH:16]=[C:17]([C@H:22]([CH2:34][CH2:35][N:11]2[CH2:10][CH2:9][CH:8]([C:5]3[CH:6]=[CH:7][C:2]([OH:1])=[CH:3][CH:4]=3)[CH2:13][CH2:12]2)[CH2:23][N:24]([CH3:33])[C:25](=[O:32])[C:26]2[CH:27]=[CH:28][CH:29]=[CH:30][CH:31]=2)[CH:18]=[CH:19][C:20]=1[Cl:21] |f:5.6|. Procedure details: Using a procedure similar to that described in Example 1 (alternative preparation), except using 4-(4-hydroxyphenyl)piperidine and (S)-N-[2-(3,4-dichlorophenyl)-4-oxobutyl]-N-methylbenzamide, the title compound was prepared. Chromatography with dichloromethane:methanol followed by conversion to the hydrochloride salt gave a white solid; mp 144°-160° C.; MS: 511; NMR (CD3OD): 1.8-2.2 (m, 6), 27 (s, 3), 2.8-3.3 (m, 5), 3.4-3.9 (m, 3), 6.7 (d, J=8, 2), 7.0-7.2 (m, 5), 7.3-7.6 (m, 5); [α]D =-36.8°, ... Starting materials: CO[C@@H](CO)C ((-)-(R)-2-methoxy-propanol), CO[C@@H](C(=O)O)C ((+)-(R)-2-methoxy-propionic acid), [H-].[Al+3].[Li+].[H-].[H-].[H-] (lithium aluminium hydride). The product is CO[C@H](CO)C ((+)-(S)-2-methoxy-propanol), CO[C@H](C(=O)O)C ((-)-(S)-2-methoxy-propionic acid). Reaction SMILES: [CH3:1][O:2][C@H:3]([CH3:7])[C:4]([OH:6])=[O:5].[H-].[Al+3].[Li+].[H-].[H-].[H-].CO[C@H](C)CO>>[CH3:1][O:2][C@@H:3]([CH3:7])[CH2:4][OH:5].[CH3:1][O:2][C@@H:3]([CH3:7])[C:4]([OH:6])=[O:5] |f:1.2.3.4.5.6|. Procedure details: By reduction of the (+)-(R)-2-methoxy-propionic acid known from the prior art with lithium aluminium hydride (LiAlH4) the (-)-(R)-2-methoxy-propanol is obtained with a boiling point of 70° C. under a pressure of 76 mbar and a specific rotation of [α]D25 =-15.8° (c=100). The corresponding (+)-(S)-2-methoxy-propanol with a boiling point of 70° C. under a pressure of 76 mbar and a rotation of [α]D25 =+16.5° (c=100) is obtained analogously from the equally well known (-)-(S)-2-methoxy-propionic acid... Reactants: C(CC(O)(C(=O)O)CC(=O)O)(=O)O (citric acid), BrCCCCCBr (1,5-dibromopentane), [H-].[Na+] (sodium hydride oil dispersion), C(O)([O-])=O.[Na+] (sodium hydrogen carbonate), N1CC(NC(C2=C1C=CC=C2)=O)=O (2,3,4,5-tetrahydro-1,4-benzodiazepine-3,5-dione). Solvent: CN(C=O)C (dimethylformamide), O (water). Conditions: time 2 hour. The product is BrCCCCCN1C(CNC2=C(C1=O)C=CC=C2)=O (4-(5-bromopentyl)-2,3,4,5-tetrahydro-1,4-benzodiazepine-3,5-dione). Isolated yield 52.8%. Reaction SMILES: [NH:1]1[C:7]2[CH:8]=[CH:9][CH:10]=[CH:11][C:6]=2[C:5](=[O:12])[NH:4][C:3](=[O:13])[CH2:2]1.[Br:14][CH2:15][CH2:16][CH2:17][CH2:18][CH2:19]Br.[H-].[Na+].C(O)(=O)CC(CC(O)=O)(C(O)=O)O.C(=O)([O-])O.[Na+]>CN(C)C=O.O>[Br:14][CH2:15][CH2:16][CH2:17][CH2:18][CH2:19][N:4]1[C:5](=[O:12])[C:6]2[CH:11]=[CH:10][CH:9]=[CH:8][C:7]=2[NH:1][CH2:2][C:3]1=[O:13] |f:2.3,5.6|. Procedure details: In 10 ml of dimethylformamide (DMF) was dissolved 100 mg of 2,3,4,5-tetrahydro-1,4-benzodiazepine-3,5-dione and the solution then ice-cooled. Then, to the resulting solution were added 0.116 ml (1.5 equivalent) of 1,5-dibromopentane and 27.3 mg (1.2 equivalent) of a 60% sodium hydride oil dispersion and the mixture was stirred for 2 hours with ice-cooling. The reaction solution was poured into ice-cooled water containing citric acid, made alkaline with sodium hydrogen carbonate, and extracted wi... Starting materials: O=C([O-])[O-], Cc1ccccc1, CN(C)c1ccncc1, ClCCl, Cc1nc(-c2cccc(F)c2)ncc1C(=O)O, CC(C)(O)Cc1cn(N)c2ccc(F)cc12, [Na+], [Na+], CN(C)C=O. The product is Cc1nc(-c2cccc(F)c2)ncc1C(=O)Nn1cc(CC(C)(C)O)c2cc(F)ccc21. RXN SMILES: [C:58](=[O:59])([O-:60])[O-:61].[CH3:23][c:24]1[cH:25][cH:26][cH:27][cH:28][cH:29]1.[CH3:49][N:50]([c:51]1[cH:52][cH:53][n:54][cH:55][cH:56]1)[CH3:57].[Cl:46][CH2:47][Cl:48].[F:1][c:2]1[cH:3][c:4](-[c:8]2[n:9][cH:10][c:11]([C:15](=[O:16])[OH:17])[c:12]([CH3:14])[n:13]2)[cH:5][cH:6][cH:7]1.[NH2:30][n:31]1[cH:32][c:33]([CH2:41][C:42]([CH3:43])([OH:44])[CH3:45])[c:34]2[cH:35][c:36]([F:40])[cH:37][cH:38][c:39]12.[Na+:62].[Na+:63].[O:18]=[CH:19][N:20]([CH3:21])[CH3:22]>>[F:1][c:2]1[cH:3][c:4](-[c:8]2[n:9][cH:10][c:11]([C:15](=[O:17])[NH:30][n:31]3[cH:32][c:33]([CH2:41][C:42]([CH3:43])([OH:44])[CH3:45])[c:34]4[cH:35][c:36]([F:40])[cH:37][cH:38][c:39]34)[c:12]([CH3:14])[n:13]2)[cH:5][cH:6][cH:7]1. The reactants are COC=1C=C(C=CC1OC)CCCC#C (5-(3,4-dimethoxyphenyl)-pent-1-yne), O1OOCCC1 (trioxan), C=O (formalin), C(C)NCC (diethylamine), cuprous chloride, [OH-].[Na+] (sodium hydroxide). The solvent is O1CCOCC1 (dioxan), C(C)(=O)O (acetic acid), O (water). Yields the product C(C)N(CC#CCCCC1=CC(=C(C=C1)OC)OC)CC (1-diethylamino-6-(3,4-dimethoxyphenyl)-hex-2-yne). As a reaction SMILES: [CH3:1][O:2][C:3]1[CH:4]=[C:5]([CH2:11][CH2:12][CH2:13][C:14]#[CH:15])[CH:6]=[CH:7][C:8]=1[O:9][CH3:10].O1[CH2:21][CH2:20]COO1.C=O.[CH2:24]([NH:26][CH2:27]C)[CH3:25].[OH-].[Na+]>O1CCOCC1.C(O)(=O)C.O>[CH2:24]([N:26]([CH2:20][CH3:21])[CH2:27][C:15]#[C:14][CH2:13][CH2:12][CH2:11][C:5]1[CH:6]=[CH:7][C:8]([O:9][CH3:10])=[C:3]([O:2][CH3:1])[CH:4]=1)[CH3:25] |f:4.5|. Reported procedure: Heat a mixture of 5-(3,4-dimethoxyphenyl)-pent-1-yne (8 g), water (2.5 cc), trioxan (0.5 g ), 30% formalin (5.5 g), diethylamine (4 g), acetic acid (2.75 g), dioxan (25 cc) and cuprous chloride (0.13 g) at 70° for 15 hours. Make the cooled solution alkaline with 10% aqueous sodium hydroxide and collect the product. Wash the ethereal solution with water and extract with 10% hydrochloric acid (3 × 30 cc). Wash the combined aqueous extracts with ether, make it alkaline with 10% sodium hydroxide sol...